Task: describe an organic reaction: reactants, conditions, products, and yield. Dataset: the Open Reaction Database (ORD), a public repository of structured organic reaction records The product is C#Cc1cccc(Nc2ncnc3cc(N)ccc23)c1. As a reaction SMILES: [C:1](#[CH:2])[c:3]1[cH:4][c:5]([NH:9][c:10]2[n:11][cH:12][n:13][c:14]3[cH:15][c:16]([N+:20]([O-:21])=[O:22])[cH:17][cH:18][c:19]23)[cH:6][cH:7][cH:8]1.[CH3:26][CH2:27][O:28][C:29](=[O:30])[CH3:31].[Sn:23]([Cl:24])[Cl:25]>>[C:1](#[CH:2])[c:3]1[cH:4][c:5]([NH:9][c:10]2[n:11][cH:12][n:13][c:14]3[cH:15][c:16]([NH2:20])[cH:17][cH:18][c:19]23)[cH:6][cH:7][cH:8]1. Reactants: C#Cc1cccc(Nc2ncnc3cc([N+](=O)[O-])ccc23)c1, CCOC(C)=O, Cl[Sn]Cl. Starting materials: FC=1C=CC2=C(C(N3[C@H](C=4N2C=NC4C(=O)OCC)CC3)=O)C1 (ethyl (S)-7-fluoro-12,12a-dihydro-9-oxo-9H,11H-azeto-[2,1-c]imidazo[1,5-a][1,4]benzodiazepine-1-carboxylate), [OH-].[Na+] (sodium hydroxide), Cl (hydrochloric acid). Solvent: C(C)O (ethanol). Product: FC=1C=CC2=C(C(N3[C@H](C=4N2C=NC4C(=O)O)CC3)=O)C1 ((S)-7-fluoro-12,12a-dihydro-9-oxo-9H,11H-azeto[2,1-c]imidazo[1,5-a][1,4]benzodiazepine-1-carboxylic acid). Yield: 99.2%. RXN SMILES: [F:1][C:2]1[CH:3]=[CH:4][C:5]2[N:11]3[CH:12]=[N:13][C:14]([C:15]([O:17]CC)=[O:16])=[C:10]3[C@@H:9]3[CH2:20][CH2:21][N:8]3[C:7](=[O:22])[C:6]=2[CH:23]=1.[OH-].[Na+].Cl>C(O)C>[F:1][C:2]1[CH:3]=[CH:4][C:5]2[N:11]3[CH:12]=[N:13][C:14]([C:15]([OH:17])=[O:16])=[C:10]3[C@@H:9]3[CH2:20][CH2:21][N:8]3[C:7](=[O:22])[C:6]=2[CH:23]=1 |f:1.2|. Procedure: 40.58 g (128.7 mmol) of ethyl (S)-7-fluoro-12,12a-dihydro-9-oxo-9H,11H-azeto-[2,1-c]imidazo[1,5-a][1,4]benzodiazepine-1-carboxylate, 300 ml of ethanol and 32.5 ml (130 mmol) of 4N sodium hydroxide solution were heated to reflux on a steam bath for 1.5 hours. The alcohol was evaporated on a rotary evaporator. The aqueous phase was washed twice with methylene chloride and acidified to pH 3-4 with 32.5 ml (130 mmol) of 4N hydrochloric acid. The suspension obtained was cooled and filtered. The filte... As a reaction SMILES: [CH2:14]([Cl:15])[Cl:16].[CH3:10][OH:11].[H:12][H:13].[O:1]=[C:2]([CH2:3][C:4](=[O:5])[O:6][CH3:7])[CH2:8][CH3:9]>>[OH:1][CH:2]([CH2:3][C:4](=[O:5])[O:6][CH3:7])[CH2:8][CH3:9]. Yields the product CCC(O)CC(=O)OC. The reactants are ClCCl, CO, [H][H], CCC(=O)CC(=O)OC. Starting materials: BrC=1C=CC(=C(CN(C)C)C1)OC ((5-Bromo-2-methoxy-benzyl)-dimethyl-amine), Cl (hydrochloric acid), C([O-])([O-])=O.[K+].[K+] (potassium carbonate), C(CCC)OC=C (Butoxy-ethene), C1(=CC=CC=C1)P(CCCP(C1=CC=CC=C1)C1=CC=CC=C1)C1=CC=CC=C1 (1,3-Bis(diphenylphosphino)propane). Reagents/catalysts: C(C)(=O)[O-].[Pd+2].C(C)(=O)[O-] (Palladium acetate). Solvent: O (H2O), CN(C)C=O (DMF). Conditions: temperature 80 celsius, time 1 hour. Product: CN(C)CC=1C=C(C=CC1OC)C(C)=O (1-(3-Dimethylaminomethyl-4-methoxy-phenyl)-ethanone). Yield: 42.0%. As a reaction SMILES: Br[C:2]1[CH:3]=[CH:4][C:5]([O:12][CH3:13])=[C:6]([CH:11]=1)[CH2:7][N:8]([CH3:10])[CH3:9].[CH2:14]([O:18]C=C)[CH2:15]CC.C1(P(C2C=CC=CC=2)CCCP(C2C=CC=CC=2)C2C=CC=CC=2)C=CC=CC=1.C(=O)([O-])[O-].[K+].[K+].Cl>CN(C=O)C.C([O-])(=O)C.[Pd+2].C([O-])(=O)C.O>[CH3:9][N:8]([CH2:7][C:6]1[CH:11]=[C:2]([C:14](=[O:18])[CH3:15])[CH:3]=[CH:4][C:5]=1[O:12][CH3:13])[CH3:10] |f:3.4.5,8.9.10|. Procedure: (5-Bromo-2-methoxy-benzyl)-dimethyl-amine (29 mmol), Butoxy-ethene (100 mmol), Palladium acetate (0.9 mmol), 1,3-Bis(diphenylphosphino)propane (1.8 mmol), and potassium carbonate were suspended in DMF (50 ml) and H2O under argon. Heated at 80° C. overnight. Poured into hydrochloric acid (2 M) and stirred for 1 hour. The mixture was adjusted to basic pH and extracted with CH2Cl2. The organic phase was evaporated on celite and the residue was purified by flash chromatography to give the title prod... Reactants: FC(S(=O)(=O)[O-])(F)F.C(C)(C)(C)OC1=CC=C(C=C1)[S+](C1=CC=C(C=C1)C)C1=CC=C(C=C1)OC(C)(C)C (bis(p-tert-butoxyphenyl)(p-methylphenyl)sulfonium trifluoromethanesulfonate), FC(S(=O)(=O)O)(F)F (trifluoromethanesulfonic acid). Run in CO (methanol). The product is FC(S(=O)(=O)[O-])(F)F.OC1=CC=C(C=C1)[S+](C1=CC=C(C=C1)C)C1=CC=C(C=C1)O (bis(p-hydroxyphenyl)(p-methylphenyl)sulfonium trifluoromethanesulfonate). Isolated yield 96.0%. As a reaction SMILES: [F:1][C:2]([F:8])([F:7])[S:3]([O-:6])(=[O:5])=[O:4].C([O:13][C:14]1[CH:19]=[CH:18][C:17]([S+:20]([C:28]2[CH:33]=[CH:32][C:31]([O:34]C(C)(C)C)=[CH:30][CH:29]=2)[C:21]2[CH:26]=[CH:25][C:24]([CH3:27])=[CH:23][CH:22]=2)=[CH:16][CH:15]=1)(C)(C)C.FC(F)(F)S(O)(=O)=O>CO>[F:1][C:2]([F:8])([F:7])[S:3]([O-:6])(=[O:5])=[O:4].[OH:13][C:14]1[CH:19]=[CH:18][C:17]([S+:20]([C:28]2[CH:33]=[CH:32][C:31]([OH:34])=[CH:30][CH:29]=2)[C:21]2[CH:26]=[CH:25][C:24]([CH3:27])=[CH:23][CH:22]=2)=[CH:16][CH:15]=1 |f:0.1,4.5|. Reported procedure: A solution of 28.5 g (0.05 mol) of bis(p-tert-butoxyphenyl)(p-methylphenyl)sulfonium trifluoromethanesulfonate and 1.5 g (0.01 mol) of trifluoromethanesulfonic acid in 400 g of methanol was heated at 60° to 70° C. for 6.5 hours with stirring. The reaction mixture was evaporated in vacuo. The residual oil was washed two times with 200 g of diethyl ether. The amount of this crude product was 22 g (96% yield). Without further purification, the crude product was used in subsequent reaction.